Dataset: the Open Reaction Database (ORD), a public repository of structured organic reaction records. Task: describe an organic reaction: reactants, conditions, products, and yield Reported procedure: The title compound was prepared in a yield of 97% in a similar manner to that described in Preparation 1' by reacting N-(3-bromopropyl)phthalimide and 4-[bis(4-fluorophenyl)methylene]piperidine. The reactants are BrCCCN1C(C=2C(C1=O)=CC=CC2)=O (N-(3-bromopropyl)phthalimide), FC1=CC=C(C=C1)C(=C1CCNCC1)C1=CC=C(C=C1)F (4-[bis(4-fluorophenyl)methylene]piperidine). As a reaction SMILES: Br[CH2:2][CH2:3][CH2:4][N:5]1[C:9](=[O:10])[C:8]2=[CH:11][CH:12]=[CH:13][CH:14]=[C:7]2[C:6]1=[O:15].[F:16][C:17]1[CH:22]=[CH:21][C:20]([C:23]([C:30]2[CH:35]=[CH:34][C:33]([F:36])=[CH:32][CH:31]=2)=[C:24]2[CH2:29][CH2:28][NH:27][CH2:26][CH2:25]2)=[CH:19][CH:18]=1>>[F:36][C:33]1[CH:34]=[CH:35][C:30]([C:23]([C:20]2[CH:19]=[CH:18][C:17]([F:16])=[CH:22][CH:21]=2)=[C:24]2[CH2:29][CH2:28][N:27]([CH2:2][CH2:3][CH2:4][N:5]3[C:9](=[O:10])[C:8]4=[CH:11][CH:12]=[CH:13][CH:14]=[C:7]4[C:6]3=[O:15])[CH2:26][CH2:25]2)=[CH:31][CH:32]=1. Yield: 97.0%. Yields the product FC1=CC=C(C=C1)C(=C1CCN(CC1)CCCN1C(C=2C(C1=O)=CC=CC2)=O)C2=CC=C(C=C2)F (4-[Bis(4-fluorophenyl)methylene]-1-(3-phthalimidopropyl)piperidine). Starting materials: CON (methoxy amine), solution, ClC1=C(C=C(C(=C1)Cl)Cl)S(=O)(=O)Cl (2,4,5-trichlorobenzene sulfonyl chloride), [OH-].[Na+] (sodium hydroxide). The solvent is CCOCC (ether), O (H2O), O1CCCC1 (tetrahydrofuran), O (water). Run at time 2 hour. The product is CONS(=O)(=O)C1=C(C=C(C(=C1)Cl)Cl)Cl (N-methoxy-2,4,5-trichlorobenzenesulfonamide). As a reaction SMILES: [CH3:1][O:2][NH2:3].[Cl:4][C:5]1[CH:10]=[C:9]([Cl:11])[C:8]([Cl:12])=[CH:7][C:6]=1[S:13](Cl)(=[O:15])=[O:14].[OH-].[Na+]>CCOCC.O.O1CCCC1>[CH3:1][O:2][NH:3][S:13]([C:6]1[CH:7]=[C:8]([Cl:12])[C:9]([Cl:11])=[CH:10][C:5]=1[Cl:4])(=[O:15])=[O:14] |f:2.3|. Reported procedure: 5.0 g. of methoxy amine was dissolved in 100 ml. of H2O. Then, 14.0 g. of 2,4,5-trichlorobenzene sulfonyl chloride dissolved in 25 ml. of tetrahydrofuran was added under high speed mechanical stirring. Then 8.8 g. of sodium hydroxide in a 50% solution + 10 ml. of water was dropped in at room temperature. An exothermic reaction took place and the temperature went up to 37.5° C. When the reaction subsided, it was stirred at room temperature for two hours and the solid was then filtered off and sti... Reactants: C1(=CC=CC=C1)C=1C(OC(OC1C)(C)C)=O (5-phenyl-2,2,6-trimethyl-2H,4H-1,3-dioxin-4-one), C=NC(CC1=CC=CC=C1)(C)C (N-methylene-1,1-dimethyl-2-phenylethylamine). Product: CC(CC1=CC=CC=C1)(C)N1COC(=C(C1=O)C1=CC=CC=C1)C (3-(1,1-dimethyl-2-phenylethyl)6-methyl-5-phenyl-2,3-dihydro-4H-1,3-oxazin-4-one). Isolated yield 77.3%. As a reaction SMILES: [C:1]1([C:7]2[C:8](=[O:16])O[C:10](C)(C)[O:11][C:12]=2[CH3:13])[CH:6]=[CH:5][CH:4]=[CH:3][CH:2]=1.C=[N:18][C:19]([CH3:28])([CH3:27])[CH2:20][C:21]1[CH:26]=[CH:25][CH:24]=[CH:23][CH:22]=1>>[CH3:28][C:19]([N:18]1[C:8](=[O:16])[C:7]([C:1]2[CH:2]=[CH:3][CH:4]=[CH:5][CH:6]=2)=[C:12]([CH3:13])[O:11][CH2:10]1)([CH3:27])[CH2:20][C:21]1[CH:26]=[CH:25][CH:24]=[CH:23][CH:22]=1. Reported procedure: 5-phenyl-2,2,6-trimethyl-2H,4H-1,3-dioxin-4-one (0.65 g) and N-methylene-1,1-dimethyl-2-phenylethylamine (0.63 g) were reacted at 140° for 30 minutes. The reaction mixture was purified by silica gel chromatography to obtain the captioned compound (0.74 g). Reactants: C(C1=CC=CC=C1)OC(NC1=CC(=C(C=C1)C=CC(F)(F)F)C(F)(F)F)=O ([3-(Trifluoromethyl)-4-(3,3,3-trifluoropropenyl)phenyl]carbamic acid benzyl ester). The reagents and catalysts are [C].[Pd] (palladium carbon). Solvent: CO (methanol). Reaction conditions: time 3 hour. Product: FC(C=1C=C(N)C=CC1CCC(F)(F)F)(F)F (3-(trifluoromethyl)-4-(3,3,3-trifluoropropyl)aniline). Isolated yield 81.5%. Reaction SMILES: C(OC(=O)[NH:10][C:11]1[CH:16]=[CH:15][C:14]([CH:17]=[CH:18][C:19]([F:22])([F:21])[F:20])=[C:13]([C:23]([F:26])([F:25])[F:24])[CH:12]=1)C1C=CC=CC=1>CO.[C].[Pd]>[F:24][C:23]([F:25])([F:26])[C:13]1[CH:12]=[C:11]([CH:16]=[CH:15][C:14]=1[CH2:17][CH2:18][C:19]([F:22])([F:21])[F:20])[NH2:10] |f:2.3|. Reported procedure: [3-(Trifluoromethyl)-4-(3,3,3-trifluoropropenyl)phenyl]carbamic acid benzyl ester (103 mg, 0.27 mmol) was dissolved in methanol (10 mL), and palladium carbon (10%, 11 mg) was added thereto. The resulting mixture was stirred under hydrogen atmosphere at room temperature for 3 hours. The catalyst was removed by filtration, and the filtrate was concentrated under reduced pressure to give 3-(trifluoromethyl)-4-(3,3,3-trifluoropropyl)aniline (56.6 mg, 83%) as a light-yellow oil. The reactants are CC(=O)O, NC(=O)C1(O)CCN(Cc2ccccc2)CC1, CO. Yields the product NC(=O)C1(O)CCNCC1. As a reaction SMILES: [C:1]([OH:2])(=[O:3])[CH3:4].[CH2:5]([c:6]1[cH:7][cH:8][cH:9][cH:10][cH:11]1)[N:12]1[CH2:13][CH2:14][C:15]([C:18](=[O:19])[NH2:20])([OH:21])[CH2:16][CH2:17]1.[CH3:22][OH:23]>>[NH:12]1[CH2:13][CH2:14][C:15]([C:18](=[O:19])[NH2:20])([OH:21])[CH2:16][CH2:17]1. Starting materials: FC1=C(C=CC(=C1)F)[N+](=O)[O-] (2,4-difluoronitrobenzene), C(C)OP(OCC)(=O)CN (aminomethanephosphonic acid diethyl ester). Yields the product C(C)OP(OCC)(=O)CNC1=C(C=CC(=C1)F)[N+](=O)[O-] (N-(2-nitro-5-fluorophenyl)aminomethanephosphonic acid diethyl ester). Yield: 75.6%. As a reaction SMILES: F[C:2]1[CH:7]=[C:6]([F:8])[CH:5]=[CH:4][C:3]=1[N+:9]([O-:11])=[O:10].[CH2:12]([O:14][P:15]([CH2:20][NH2:21])(=[O:19])[O:16][CH2:17][CH3:18])[CH3:13]>>[CH2:12]([O:14][P:15]([CH2:20][NH:21][C:2]1[CH:7]=[C:6]([F:8])[CH:5]=[CH:4][C:3]=1[N+:9]([O-:11])=[O:10])(=[O:19])[O:16][CH2:17][CH3:18])[CH3:13]. Procedure: 1.1 g of 2,4-difluoronitrobenzene is heated with 2.8 g of aminomethanephosphonic acid diethyl ester for 2 hours to 40° C. Then, it is chromatographed on silica gel with methylene chloride:ethanol=10:1. 1.6 g of N-(2-nitro-5-fluorophenyl)aminomethanephosphonic acid diethyl ester is obtained.